The task is: describe an organic reaction: reactants, conditions, products, and yield. This data is from the Open Reaction Database (ORD), a public repository of structured organic reaction records. The reactants are CC=1C=C(C=CC1)N=C=O (3-Methylphenyl isocyanate), NCC(=O)N(C1=C(C=CC=C1)NC1=CC=CC=C1)CC(=O)OC(C)(C)C (tert-butyl 2-[2-amino-N-(2-anilinophenyl)acetamido]acetate). The solvent is O1CCCC1 (tetrahydrofuran). Run at temperature 20 celsius, time 2 hour. The product is N(C1=CC=CC=C1)C1=C(C=CC=C1)N(C(CNC(=O)NC1=CC(=CC=C1)C)=O)CC(=O)OC(C)(C)C (tert-butyl 2-{N-(2-anilinophenyl)-2-[3-(3-methylphenyl)ureido]acetamido}acetate). Isolated yield 32.2%. RXN SMILES: [CH3:1][C:2]1[CH:3]=[C:4]([N:8]=[C:9]=[O:10])[CH:5]=[CH:6][CH:7]=1.[NH2:11][CH2:12][C:13]([N:15]([CH2:29][C:30]([O:32][C:33]([CH3:36])([CH3:35])[CH3:34])=[O:31])[C:16]1[CH:21]=[CH:20][CH:19]=[CH:18][C:17]=1[NH:22][C:23]1[CH:28]=[CH:27][CH:26]=[CH:25][CH:24]=1)=[O:14]>O1CCCC1>[NH:22]([C:17]1[CH:18]=[CH:19][CH:20]=[CH:21][C:16]=1[N:15]([CH2:29][C:30]([O:32][C:33]([CH3:36])([CH3:35])[CH3:34])=[O:31])[C:13](=[O:14])[CH2:12][NH:11][C:9]([NH:8][C:4]1[CH:5]=[CH:6][CH:7]=[C:2]([CH3:1])[CH:3]=1)=[O:10])[C:23]1[CH:24]=[CH:25][CH:26]=[CH:27][CH:28]=1. Procedure: 3-Methylphenyl isocyanate (1.07 g) is added at a temperature in the region of 20° C. to a solution of tert-butyl 2-[2-amino-N-(2-anilinophenyl)acetamido]acetate (2.6 g) in anhydrous tetrahydrofuran (20 cc). The solution obtained is stirred for 2 hours at a temperature in the region of 20° C. and then concentrated to dryness under reduced pressure (2.7 kPa) at 40° C. The residual oil is purified by chromatography on silica (0.063-0.2 mm) (150 g) contained in a column 2 cm in diameter [eluent: cyc... Reactants: O (water), NO.Cl (NH2OH.HCl), C(=O)([O-])[O-].[K+].[K+] (K2CO3), ClC1=CC=C(C=C1)C=1N=C2N(C=CC=C2)C1CC#N (2-(2-(4-chlorophenyl)imidazo[1,2-a]pyridin-3-yl)acetonitrile). Run in CCO (EtOH). Run at time 8 hour. The product is ClC1=CC=C(C=C1)C=1N=C2N(C=CC=C2)C1CC(N)=NO (2-(2-(4-chlorophenyl)imidazo[1,2-a]pyridin-3-yl)-N′-hydroxyacetimidamide). RXN SMILES: [Cl:1][C:2]1[CH:7]=[CH:6][C:5]([C:8]2[N:9]=[C:10]3[CH:15]=[CH:14][CH:13]=[CH:12][N:11]3[C:16]=2[CH2:17][C:18]#[N:19])=[CH:4][CH:3]=1.[NH2:20][OH:21].Cl.C([O-])([O-])=O.[K+].[K+].O>CCO>[Cl:1][C:2]1[CH:7]=[CH:6][C:5]([C:8]2[N:9]=[C:10]3[CH:15]=[CH:14][CH:13]=[CH:12][N:11]3[C:16]=2[CH2:17][C:18](=[N:20][OH:21])[NH2:19])=[CH:4][CH:3]=1 |f:1.2,3.4.5|. Procedure details: To a suspension of 2-(2-(4-chlorophenyl)imidazo[1,2-a]pyridin-3-yl)acetonitrile (0.13 mol, 34.0 g) in absolute EtOH (300 mL) was added NH2OH.HCl (0.32 mol, 22.1 g) and K2CO3 (0.32 mol, 44.1 g), respectively. The mixture was stirred at r.t. overnight, filtrated, and washed with EtOH for 3 times. The EtOH-filtrate was concertrated to small volume, and the precipitation was collected by filtration, to give one partial products. The solid was dispersed into water, sonicated for 10 mins, filtrated, w... Reaction SMILES: [F:1][C:2]([F:32])([F:31])[C:3]1[CH:4]=[C:5]([CH:28]=[CH:29][CH:30]=1)[CH2:6][N:7]1[CH2:12][CH2:11][CH2:10][CH2:9][C@@H:8]1[C:13]([NH:15][C@H:16]([C:18]1[CH:27]=[CH:26][C:21]([C:22]([O:24]C)=[O:23])=[CH:20][CH:19]=1)[CH3:17])=[O:14].O[Li:34].O>>[F:31][C:2]([F:1])([F:32])[C:3]1[CH:4]=[C:5]([CH:28]=[CH:29][CH:30]=1)[CH2:6][N:7]1[CH2:12][CH2:11][CH2:10][CH2:9][C@@H:8]1[C:13]([NH:15][C@H:16]([C:18]1[CH:19]=[CH:20][C:21]([C:22]([O-:24])=[O:23])=[CH:26][CH:27]=1)[CH3:17])=[O:14].[Li+:34] |f:1.2,3.4|. Product: FC(C=1C=C(CN2[C@H](CCCC2)C(=O)N[C@@H](C)C2=CC=C(C(=O)[O-])C=C2)C=CC1)(F)F.[Li+] (lithium 4-((S)-1-((R)-1-(3-(trifluoromethyl)benzyl)piperidine-2-carboxamido)ethyl)benzoate). The reactants are esters, FC(C=1C=C(CN2[C@H](CCCC2)C(=O)N[C@@H](C)C2=CC=C(C(=O)OC)C=C2)C=CC1)(F)F (methyl 4-((S)-1-((R)-1-(3-(trifluoromethyl)benzyl)piperidine-2-carboxamido)ethyl)benzoate), O[Li].O (LiOH H2O). Procedure: The title compound (E5) (5.02 mg) was prepared according to the general procedure for esters hydrolysis starting from methyl 4-((S)-1-((R)-1-(3-(trifluoromethyl)benzyl)piperidine-2-carboxamido)ethyl)benzoate (D22) (19 mg). (LiOH H2O: 1.75 eq; reaction time: 3 hrs) The reactants are O=C([O-])[O-], CCOC(=O)C(=Cc1ccc(-n2cnc(C)c2)c(OC)c1)CCCCl, COc1ccc2c(c1)C(N)CCC2, CC#N, CCOC(C)=O, [I-], [K+], [K+], [Na+], O. Yields the product CCOC(=O)C(=Cc1ccc(-n2cnc(C)c2)c(OC)c1)CCCNC1CCCc2ccc(OC)cc21. RXN SMILES: [C:39](=[O:40])([O-:41])[O-:42].[CH2:1]([CH3:2])[O:3][C:4]([C:5]([CH2:6][CH2:7][CH2:8][Cl:9])=[CH:10][c:11]1[cH:12][c:13]([O:23][CH3:24])[c:14](-[n:17]2[cH:18][n:19][c:20]([CH3:22])[cH:21]2)[cH:15][cH:16]1)=[O:25].[CH3:26][O:27][c:28]1[cH:29][cH:30][c:31]2[c:36]([cH:37]1)[CH:35]([NH2:38])[CH2:34][CH2:33][CH2:32]2.[CH3:47][C:48]#[N:49].[CH3:51][CH2:52][O:53][C:54](=[O:55])[CH3:56].[I-:46].[K+:43].[K+:44].[Na+:45].[OH2:50]>>[CH2:1]([CH3:2])[O:3][C:4]([C:5]([CH2:6][CH2:7][CH2:8][NH:38][CH:35]1[CH2:34][CH2:33][CH2:32][c:31]2[cH:30][cH:29][c:28]([O:27][CH3:26])[cH:37][c:36]21)=[CH:10][c:11]1[cH:12][c:13]([O:23][CH3:24])[c:14](-[n:17]2[cH:18][n:19][c:20]([CH3:22])[cH:21]2)[cH:15][cH:16]1)=[O:25]. The reactants are I.O1C(=CC=C1)C(=O)N1CCN(CC1)C(N)=N (4-(2-furanylcarbonyl)-1-piperazinecarboximidamide hydroiodide), ( ε29,530 ), ( ε7,950 ), ( ε25,860 ), C1(=CC=CC=C1)N1CCN(CC1)C=1N=C2C(N1)=CC=CC=C2 (2-(4-phenyl-1-piperazinyl)cycloheptimidazole), ir(CHCl3), formula III, max(MeOH), C(=O)N1CCN(CC1)C=1N=C2C(N1)=CC=CC=C2 (2-(4-formyl-1-piperazinyl)cycloheptimidazole), C(C1=CC=CC=C1)(=O)N1CCN(CC1)C=1N=C2C(N1)=CC=CC=C2 (2-(4-benzoyl-1-piperazinyl)cycloheptimidazole), C1(=CC=CC=C1)CN1CCN(CC1)C=1N=C2C(N1)=CC=CC=C2 (2-[4-(phenylmethyl)-1-piperazinyl]-cycloheptimidazole). The solvent is CO (MeOH), CO (MeOH), C(C)(=O)OCC (ethyl acetate), C(C)(=O)OCC (ethyl acetate), C(C)(=O)OCC (ethyl acetate), C(C)(=O)OCC (ethyl acetate). The product is O1C(=CC=C1)C(=O)N1CCN(CC1)C=1N=C2C(N1)=CC=CC=C2 (2-[4-[2-FURANYLCARBONYL)-1-PIPERAZINYL]CYCLOHEPTIMIDAZOLE). RXN SMILES: I.[O:2]1[CH:6]=[CH:5][CH:4]=[C:3]1[C:7]([N:9]1[CH2:14][CH2:13][N:12]([C:15](=[NH:17])[NH2:16])[CH2:11][CH2:10]1)=[O:8].C(N1CCN(C2N=[C:34]3[CH:41]=[CH:40][CH:39]=[CH:38][CH:37]=[C:35]3N=2)CC1)(=O)C1C=CC=CC=1.C1(CN2CCN(C3N=C4C=CC=CC=C4N=3)CC2)C=CC=CC=1.C1(N2CCN(C3N=C4C=CC=CC=C4N=3)CC2)C=CC=CC=1.C(N1CCN(C2N=C3C=CC=CC=C3N=2)CC1)=O>C(OCC)(=O)C.CO>[O:2]1[CH:6]=[CH:5][CH:4]=[C:3]1[C:7]([N:9]1[CH2:14][CH2:13][N:12]([C:15]2[N:16]=[C:34]3[CH:41]=[CH:40][CH:39]=[CH:38][CH:37]=[C:35]3[N:17]=2)[CH2:11][CH2:10]1)=[O:8] |f:0.1|. Procedure details: In the same manner but replacing 4-(2-furanylcarbonyl)-1-piperazinecarboximidamide hydroiodide with an equivalent amount of another compound of formula III, described in Example 12, the following compounds of formula I were obtained, respectively: 2-(4-benzoyl-1-piperazinyl)cycloheptimidazole: (I: R1 is benzoyl) mp 148°-149° C.(ethyl acetate); ir(mull)1623 cm-1 and uv max(MeOH) 289(ε30,340), 263(ε29,700) and 239 nm(ε7,950); 2-[4-(phenylmethyl)-1-piperazinyl]-cycloheptimidazole: (I: R1 is phenylm... The reactants are C(CN)N (ethylenediamine), C[Al](C)C (trimethyl aluminium), COC(CN1N=CC2=CC(=CC=C12)N1C(C2=C(C=C1)OC(=C2)C2=CC=C(C=C2)Cl)=O)=O (methyl-2-(5-(2-(4-chlorophenyl)-4-oxofuro[3,2-c]pyridin-5(4H)-yl)-1H-indazol-1-yl)acetate). Run in C1(=CC=CC=C1)C (toluene), C1(=CC=CC=C1)C (toluene), O (H2O). Conditions: temperature 0 celsius, time 5 minute. Yields the product ClC1=CC=C(C=C1)C1=CC=2C(N(C=CC2O1)C=1C=C2C=NN(C2=CC1)CC=1NCCN1)=O (2-(4-Chlorophenyl)-5-(1-((4,5-dihydro-1H-imidazol-2-yl)methyl)-1H-indazol-5-yl)furo[3,2-c]pyridine-4(5H)-one). Yield: 21.4%. As a reaction SMILES: [CH2:1]([NH2:4])[CH2:2][NH2:3].C[Al](C)C.CO[C:11](=O)[CH2:12][N:13]1[C:21]2[C:16](=[CH:17][C:18]([N:22]3[CH:27]=[CH:26][C:25]4[O:28][C:29]([C:31]5[CH:36]=[CH:35][C:34]([Cl:37])=[CH:33][CH:32]=5)=[CH:30][C:24]=4[C:23]3=[O:38])=[CH:19][CH:20]=2)[CH:15]=[N:14]1>C1(C)C=CC=CC=1.O>[Cl:37][C:34]1[CH:35]=[CH:36][C:31]([C:29]2[O:28][C:25]3[CH:26]=[CH:27][N:22]([C:18]4[CH:17]=[C:16]5[C:21](=[CH:20][CH:19]=4)[N:13]([CH2:12][C:11]4[NH:3][CH2:2][CH2:1][N:4]=4)[N:14]=[CH:15]5)[C:23](=[O:38])[C:24]=3[CH:30]=2)=[CH:32][CH:33]=1. Procedure: To a 0° C. solution of ethylenediamine (68 mL, 1.0 mmol) in toluene (0.36 mL) was slowly added trimethyl aluminium (0.50 mL, 10 M in toluene) over ten minutes. The solution was allowed to stir at 0° C. for 5 minutes; then a suspension of methyl-2-(5-(2-(4-chlorophenyl)-4-oxofuro[3,2-c]pyridin-5(4H)-yl)-1H-indazol-1-yl)acetate (0.22 g, 0.50 mmol) in toluene (7.27 mL) was added and the reaction mixture was heated to reflux. The reaction mixture was stirred at reflux for 18 h; then the reaction mix... Starting materials: [Mn](=O)(=O)(=O)[O-].[K+] (potassium permanganate), [Mn](=O)(=O)(=O)[O-].[K+] (potassium permanganate), NC=1C(=NC(=CC1C)Cl)C=1OC=CC1 (3-Amino-6-chloro-2-(2-furanyl)-4-methylpyridine). Run in O (water), O (water), CC(=O)C (acetone). Reaction conditions: temperature 0 celsius, time 2 hour. Product: NC=1C(=NC(=CC1C)Cl)C(=O)O (3-amino-6-chloro-4-methyl-pyridine-2-carboxylic acid). Isolated yield 73.2%. RXN SMILES: [NH2:1][C:2]1[C:3]([C:10]2[O:11]C=CC=2)=[N:4][C:5]([Cl:9])=[CH:6][C:7]=1[CH3:8].[Mn]([O-])(=O)(=O)=[O:16].[K+]>CC(C)=O.O>[NH2:1][C:2]1[C:3]([C:10]([OH:11])=[O:16])=[N:4][C:5]([Cl:9])=[CH:6][C:7]=1[CH3:8] |f:1.2|. Reported procedure: 3-Amino-6-chloro-2-(2-furanyl)-4-methylpyridine (400 mg) was dissolved in acetone (10 mL) and cooled in an ice bath to 0° C. A solution prepared of potassium permanganate (909 mg) in water (15 mL) was added drop wise to this solution. After complete addition, the reaction mixture was allowed to warm to room temperature and stirred for 2 hours. The mixture was cooled again to 0° C. and a second portion of potassium permanganate (600 mg) in water (10 mL) was added and the cool bath removed. After ... The reactants are O=C(CCCCl)c1ccc(F)cc1, O. Reaction SMILES: [Cl:1][CH2:2][CH2:3][CH2:4][C:5](=[O:6])[c:7]1[cH:8][cH:9][c:10]([F:13])[cH:11][cH:12]1.[OH2:14]>>[CH2:2]1[CH2:3][CH:4]1[C:5](=[O:6])[c:7]1[cH:8][cH:9][c:10]([F:13])[cH:11][cH:12]1. Product: O=C(c1ccc(F)cc1)C1CC1.